From a dataset of the Open Reaction Database (ORD), a public repository of structured organic reaction records. describe an organic reaction: reactants, conditions, products, and yield Starting materials: COC=1C=C(C=CC1OC)C[C@H](C)CS(=O)(=O)[O-] ((S)-[2-(3,4-dimethoxyphenyl)-1-methylethyl methanesulfonate]), NC[C@H](O)C1=CC(=CC=C1)Cl ((R)-2-amino-1-(3-chlorophenyl)ethanol), C(CCC)NCCCC (dibutylamine), aqueous solution, [OH-].[Na+] (sodium hydroxide). Run at temperature 60 celsius, time 24 hour. Yields the product ClC=1C=C(C=CC1)C(CNC(CC1=CC(=C(C=C1)OC)OC)C)O (1-(3-chlorophenyl)-2-[[2-(3,4-dimethoxyphenyl)-1-methylethyl]amino]ethanol). Isolated yield 54.3%. As a reaction SMILES: [CH3:1][O:2][C:3]1[CH:4]=[C:5]([CH2:11][C@@H:12]([CH2:14]S([O-])(=O)=O)C)[CH:6]=[CH:7][C:8]=1[O:9][CH3:10].[NH2:19][CH2:20][C@@H:21]([C:23]1[CH:28]=[CH:27][CH:26]=[C:25]([Cl:29])[CH:24]=1)[OH:22].C(NCCCC)CCC.[OH-].[Na+]>>[Cl:29][C:25]1[CH:24]=[C:23]([CH:21]([OH:22])[CH2:20][NH:19][CH:12]([CH3:14])[CH2:11][C:5]2[CH:6]=[CH:7][C:8]([O:9][CH3:10])=[C:3]([O:2][CH3:1])[CH:4]=2)[CH:28]=[CH:27][CH:26]=1 |f:3.4|. Procedure: To 274 mg (1.00 mmol) of (S)-[2-(3,4-dimethoxyphenyl)-1-methylethyl methanesulfonate] were added 206 mg (1.20 mmol) of (R)-2-amino-1-(3-chlorophenyl)ethanol and 194 mg (1.50 mmol) of dibutylamine, and the mixture was stirred at 60° C. for 24 hours under nitrogen atmosphere. The reaction mixture was added with a 10% aqueous solution of sodium hydroxide to be alkaline, and extracted twice with 30 ml of toluene. The toluene extract was dried over anhydrous sodium sulfate, and subjected to distillat... Starting materials: C(C)OC(CC1N(CCCC1)C(C(F)(F)F)=O)=O ([1-(2,2,2-Trifluoroethanoyl)piperidin-2-yl] acetic acid ethyl ester), NC1=C(C=CC=C1)S (2-aminothiophenol). Solvent: O (water), polyphosphoric acid. Conditions: temperature 90 celsius, time 1 hour. The product is S1C(=NC2=C1C=CC=C2)CC2N(CCCC2)C(C(F)(F)F)=O ((RS)-1-(2-Benzothiazol-2-ylmethylpiperidin-1-yl)-2,2,2-trifluoro-ethanone). RXN SMILES: C(O[C:4](=O)[CH2:5][CH:6]1[CH2:11][CH2:10][CH2:9][CH2:8][N:7]1[C:12](=[O:17])[C:13]([F:16])([F:15])[F:14])C.[NH2:19][C:20]1[CH:25]=[CH:24][CH:23]=[CH:22][C:21]=1[SH:26]>O>[S:26]1[C:21]2[CH:22]=[CH:23][CH:24]=[CH:25][C:20]=2[N:19]=[C:4]1[CH2:5][CH:6]1[CH2:11][CH2:10][CH2:9][CH2:8][N:7]1[C:12](=[O:17])[C:13]([F:14])([F:15])[F:16]. Procedure details: [1-(2,2,2-Trifluoroethanoyl)piperidin-2-yl] acetic acid ethyl ester, D28 (1.34 g) and 2-aminothiophenol (1.50 g) were suspended in polyphosphoric acid (30 ml) and heated to 90° C. for 2 h with vigorous stirring. After cooling, the reaction mixture was poured into iced water and stirred vigorously for 1 h. The aqueous solution was then extracted several times with ethyl acetate. After drying (MgSO4), the solvent was removed in vacuo and the residue chromatographed (silica gel) to afford the title...